Dataset: the Open Reaction Database (ORD), a public repository of structured organic reaction records. Task: describe an organic reaction: reactants, conditions, products, and yield Starting materials: BrB(Br)Br, COc1ccc2c(c1)c(CC(N)=O)c(SC)n2Cc1ccccc1, ClCCl. The product is CSc1c(CC(N)=O)c2cc(O)ccc2n1Cc1ccccc1. Reaction SMILES: [B:25]([Br:26])([Br:27])[Br:28].[CH3:1][O:2][c:3]1[cH:4][c:5]2[c:6]([CH2:21][C:22](=[O:23])[NH2:24])[c:7]([S:19][CH3:20])[n:8]([CH2:12][c:13]3[cH:14][cH:15][cH:16][cH:17][cH:18]3)[c:9]2[cH:10][cH:11]1.[Cl:29][CH2:30][Cl:31]>>[OH:2][c:3]1[cH:4][c:5]2[c:6]([CH2:21][C:22](=[O:23])[NH2:24])[c:7]([S:19][CH3:20])[n:8]([CH2:12][c:13]3[cH:14][cH:15][cH:16][cH:17][cH:18]3)[c:9]2[cH:10][cH:11]1. Starting materials: CC=1N(C2=C(C(=NC=3C=CC=CC23)N)N1)CCCOCC#CC1=CC=CC=C1 (2-Methyl-1-{3-[(3-phenylprop-2-ynyl)oxy]propyl}-1H-imidazo[4,5-c]quinolin-4-amine), [H][H] (hydrogen). The reagents and catalysts are [Pd] (palladium on carbon). Run in C1(=CC=CC=C1)C (toluene). Conditions: time 2.75 hour. The product is CC=1N(C2=C(C(=NC=3C=CC=CC23)N)N1)CCCOCCCC1=CC=CC=C1 (2-methyl-1-[3-(3-phenylpropoxy)propyl]-1H-imidazo[4,5-c]quinolin-4-amine). Yield: 75.8%. As a reaction SMILES: [CH3:1][C:2]1[N:3]([CH2:16][CH2:17][CH2:18][O:19][CH2:20][C:21]#[C:22][C:23]2[CH:28]=[CH:27][CH:26]=[CH:25][CH:24]=2)[C:4]2[C:13]3[CH:12]=[CH:11][CH:10]=[CH:9][C:8]=3[N:7]=[C:6]([NH2:14])[C:5]=2[N:15]=1.[H][H]>[Pd].C1(C)C=CC=CC=1>[CH3:1][C:2]1[N:3]([CH2:16][CH2:17][CH2:18][O:19][CH2:20][CH2:21][CH2:22][C:23]2[CH:28]=[CH:27][CH:26]=[CH:25][CH:24]=2)[C:4]2[C:13]3[CH:12]=[CH:11][CH:10]=[CH:9][C:8]=3[N:7]=[C:6]([NH2:14])[C:5]=2[N:15]=1. Reported procedure: 2-Methyl-1-{3-[(3-phenylprop-2-ynyl)oxy]propyl}-1H-imidazo[4,5-c]quinolin-4-amine (1.4 g, 3.779 mmol) was combined with toluene (15 mL) in a Parr flask and heated to reflux. The resulting solution was cooled to room temperature and purged with nitrogen. Palladium (0.6 g 10% palladium on carbon) was added to the solution under nitrogen, and the flask was pressurized with hydrogen at 310 kPa for 2.75 hours. Monitoring by HNMR indicated incomplete reaction. More 10% palladium on carbon (0.16 g) was... The reactants are ClC=1C=C2C(=NC1)N=C(N2O)C(F)(F)F (6-Chloro-1-hydroxy-2-(trifluoromethyl)-1H-imidazo(4,5-b)pyridine), C(C1=CC=CC=C1)N (benzylamine). Run in C(C)(=O)OCC (ethyl acetate). Product: C(C1=CC=CC=C1)N.ClC=1C=C2C(=NC1)N=C(N2O)C(F)(F)F (6-chloro-1-hydroxy-2-(trifluoromethyl)-1H-imidazo(4,5-b)pyridine benzylamine salt). As a reaction SMILES: [Cl:1][C:2]1[CH:3]=[C:4]2[N:10]([OH:11])[C:9]([C:12]([F:15])([F:14])[F:13])=[N:8][C:5]2=[N:6][CH:7]=1.[CH2:16]([NH2:23])[C:17]1[CH:22]=[CH:21][CH:20]=[CH:19][CH:18]=1>C(OCC)(=O)C>[CH2:16]([NH2:23])[C:17]1[CH:22]=[CH:21][CH:20]=[CH:19][CH:18]=1.[Cl:1][C:2]1[CH:3]=[C:4]2[N:10]([OH:11])[C:9]([C:12]([F:13])([F:14])[F:15])=[N:8][C:5]2=[N:6][CH:7]=1 |f:3.4|. Procedure details: 6-Chloro-1-hydroxy-2-(trifluoromethyl)-1H-imidazo(4,5-b)pyridine (1.4 grams) was mixed with 15 milliliters of ethyl acetate. The mixture was heated to reflux, and 0.6 milliliter of benzylamine was added dropwise. The mixture was then refluxed for another 30 minutes, cooled, and filtered, yielding the desired 6-chloro-1-hydroxy-2-(trifluoromethyl)-1H-imidazo(4,5-b)pyridine benzylamine salt, m.p., 200°-02° C. NMR analysis in hexadeuterodimethyl sulfoxide showed a peak at 236 cps (2H); a peak at 43... Starting materials: N1(CCOCC1)C(=O)NC(C(=O)O)CS(=O)(=O)CC1=CC=CC=C1 (2-[(Morpholine-4-carbonyl)-amino]-3-phenylmethanesulfonyl-propionic acid), C=1C=CC2=C(C1)N=NN2O (HOBt), CN1CCOCC1 (4-methylmorpholine), NC1C(NC1=O)OC(C)=O (acetic acid 3-amino-4-oxo-azetidin-2-yl ester), C(CCl)Cl (EDC). Solvent: ClCCl (Dichloromethane). Conditions: time 2 hour. Product: N1(CCOCC1)C(=O)NC(C(=O)NC1C(NC1=O)OC(C)=O)CS(=O)(=O)CC1=CC=CC=C1 (acetic acid 3-{2-[(morpholine-4-carbonyl)-amino]-3-phenylmethanesulfonyl-propionylamino}-4-oxo-azetidin-2-yl ester). Isolated yield 12.5%. Reaction SMILES: [N:1]1([C:7]([NH:9][CH:10]([CH2:14][S:15]([CH2:18][C:19]2[CH:24]=[CH:23][CH:22]=[CH:21][CH:20]=2)(=[O:17])=[O:16])[C:11]([OH:13])=O)=[O:8])[CH2:6][CH2:5][O:4][CH2:3][CH2:2]1.[NH2:25][CH:26]1[C:29](=[O:30])[NH:28][CH:27]1[O:31][C:32](=[O:34])[CH3:33].C(Cl)CCl.C1C=CC2N(O)N=NC=2C=1.CN1CCOCC1>ClCCl>[N:1]1([C:7]([NH:9][CH:10]([CH2:14][S:15]([CH2:18][C:19]2[CH:20]=[CH:21][CH:22]=[CH:23][CH:24]=2)(=[O:16])=[O:17])[C:11]([NH:25][CH:26]2[C:29](=[O:30])[NH:28][CH:27]2[O:31][C:32](=[O:34])[CH3:33])=[O:13])=[O:8])[CH2:2][CH2:3][O:4][CH2:5][CH2:6]1. Procedure: 2-[(Morpholine-4-carbonyl)-amino]-3-phenylmethanesulfonyl-propionic acid (100 mg, 0.28 mmol), acetic acid 3-amino-4-oxo-azetidin-2-yl ester (52 mg, 0.36 mmol), EDC (100 mg, 0.52 mmol), and HOBt (100 mg, 0.64 mmol) were combined. Dichloromethane (2 mL) was added and then 4-methylmorpholine (0.2 mL). The mixture was stirred at ambient temperature for 2 h. After dilution with ethyl acetate (100 mL) the solution was washed with 1N aqu. HCl (30 mL), sat. aqu. NaHCO3 (30 mL) and brine (30 mL), dried w... Reactants: NCCC1=CC=C(C=C1)O (Tyramine), [H][H] (hydrogen), N-HCl, ClC(=O)OCC (Ethyl chloroformate), N([C@@H](C)C(=O)O)C(=O)OCC1=CC=CC=C1 (Z-Ala-OH), CN1CCOCC1 (NMM). Reagents/catalysts: [C].[Pd] (palladium carbon). Solvent: CN(C)C=O (DMF), C(C)O (ethanol), C1CCOC1 (THF). Conditions: temperature -15 celsius, time 2 minute. Yields the product OC1=CC=C(C=C1)CCNC([C@@H](N)C)=O (L-alanine-p-hydroxyphenylethylamide). As a reaction SMILES: ClC(OCC)=O.[NH:7](C(OCC1C=CC=CC=1)=O)[C@H:8]([C:10](O)=[O:11])[CH3:9].CN1CCOCC1.[NH2:30][CH2:31][CH2:32][C:33]1[CH:38]=[CH:37][C:36]([OH:39])=[CH:35][CH:34]=1.[H][H]>C1COCC1.CN(C=O)C.C(O)C.[C].[Pd]>[OH:39][C:36]1[CH:37]=[CH:38][C:33]([CH2:32][CH2:31][NH:30][C:10](=[O:11])[C@H:8]([CH3:9])[NH2:7])=[CH:34][CH:35]=1 |f:8.9|. Procedure: Ethyl chloroformate (0.94 ml) was added to Z-Ala-OH (2.2 g, 10 mM) and NMM (1.0 g, 10 mM) in THF at -20° C. and the mixture was stirred at -15° C. for 2 minutes. Tyramine (1.4 g, 10 mM) in DMF (20 ml) was added thereto and the mixture was stirred at room temperature overnight. THF was distilled off and ethyl acetate (100 ml) was added. The solution was washed with 10% w/w aqueous citrate, 5% w/w aqueous sodium bicarbonate and a small amount of water and dried with anhydrous sodium sulfate. After... Starting materials: CCO, C=C(c1ccccc1NC(=O)c1cn(C)nc1C(F)(F)F)C1CCCC1. Product: CC(c1ccccc1NC(=O)c1cn(C)nc1C(F)(F)F)C1CCCC1. As a reaction SMILES: [CH3:27][CH2:28][OH:29].[CH:1]1([C:6](=[CH2:7])[c:8]2[c:9]([NH:14][C:15](=[O:16])[c:17]3[c:18]([C:23]([F:24])([F:25])[F:26])[n:19][n:20]([CH3:22])[cH:21]3)[cH:10][cH:11][cH:12][cH:13]2)[CH2:2][CH2:3][CH2:4][CH2:5]1>>[CH:1]1([CH:6]([CH3:7])[c:8]2[c:9]([NH:14][C:15](=[O:16])[c:17]3[c:18]([C:23]([F:24])([F:25])[F:26])[n:19][n:20]([CH3:22])[cH:21]3)[cH:10][cH:11][cH:12][cH:13]2)[CH2:2][CH2:3][CH2:4][CH2:5]1. The reactants are BrB(Br)Br, CCNC(=NS(=O)(=O)c1cccc(OC)c1)N1CC(C)(C)C=N1, ClCCl, [Na+], O=C([O-])O. RXN SMILES: [B:24]([Br:25])([Br:26])[Br:27].[CH3:1][C:2]1([CH3:23])[CH:3]=[N:4][N:5]([C:7](=[N:8][S:9](=[O:10])(=[O:11])[c:12]2[cH:13][c:14]([O:18][CH3:19])[cH:15][cH:16][cH:17]2)[NH:20][CH2:21][CH3:22])[CH2:6]1.[Cl:33][CH2:34][Cl:35].[Na+:32].[O-:28][C:29]([OH:30])=[O:31]>>[CH3:1][C:2]1([CH3:23])[CH:3]=[N:4][N:5]([C:7](=[N:8][S:9](=[O:10])(=[O:11])[c:12]2[cH:13][c:14]([OH:18])[cH:15][cH:16][cH:17]2)[NH:20][CH2:21][CH3:22])[CH2:6]1. Product: CCNC(=NS(=O)(=O)c1cccc(O)c1)N1CC(C)(C)C=N1. Starting materials: [Al+3], C1CCOC1, CO, COCCn1c(-c2ccc(C(C)C)cc2)nc2cc(C#N)cc(OC)c21, [H-], [H-], [H-], [H-], [Li+]. Product: COCCn1c(-c2ccc(C(C)C)cc2)nc2cc(CN)cc(OC)c21. RXN SMILES: [Al+3:28].[CH2:35]1[O:36][CH2:37][CH2:38][CH2:39]1.[CH3:33][OH:34].[CH:1]([CH3:2])([CH3:3])[c:4]1[cH:5][cH:6][c:7](-[c:10]2[n:11][c:12]3[c:13]([n:14]2[CH2:15][CH2:16][O:17][CH3:18])[c:19]([O:25][CH3:26])[cH:20][c:21]([C:23]#[N:24])[cH:22]3)[cH:8][cH:9]1.[H-:27].[H-:30].[H-:31].[H-:32].[Li+:29]>>[CH:1]([CH3:2])([CH3:3])[c:4]1[cH:5][cH:6][c:7](-[c:10]2[n:11][c:12]3[c:13]([n:14]2[CH2:15][CH2:16][O:17][CH3:18])[c:19]([O:25][CH3:26])[cH:20][c:21]([CH2:23][NH2:24])[cH:22]3)[cH:8][cH:9]1. Reactants: C1=CC=CC=C1 (benzene), CC1(C(C1C=CC(=O)OCC1CC1)C(=O)O)C (2,2-dimethyl-3-(3-cyclopropylmethoxy-3-oxo-1-propenyl) cyclopropane-carboxylic acid), (RS) cyano-2-(6-phenoxy-6-pyridinyl)-methanol. Yields the product CC1(C(C1C=CC(=O)OCC1CC1)C(=O)O)C (2,2-dimethyl-3-(3-cyclopropylmethoxy-3-oxo-1-propenyl) cyclopropane-carboxylic acid), CC1(C(C1C=CC(=O)OC1CCCC1)C(=O)[O-])C (2,2-dimethyl-3-(3-cyclopentyloxy-3-oxo-1-propenyl)-cyclopropane-carboxylate). RXN SMILES: [CH3:1][C:2]1([CH3:17])[CH:4]([CH:5]=[CH:6][C:7]([O:9][CH2:10][CH:11]2[CH2:13][CH2:12]2)=[O:8])[CH:3]1[C:14]([OH:16])=[O:15].[CH:18]1C=CC=CC=1>>[CH3:1][C:2]1([CH3:17])[CH:4]([CH:5]=[CH:6][C:7]([O:9][CH2:10][CH:11]2[CH2:13][CH2:12]2)=[O:8])[CH:3]1[C:14]([OH:16])=[O:15].[CH3:17][C:2]1([CH3:1])[CH:4]([CH:5]=[CH:6][C:7]([O:9][CH:10]2[CH2:11][CH2:13][CH2:12][CH2:18]2)=[O:8])[CH:3]1[C:14]([O-:16])=[O:15]. Procedure: Using the procedure of Example 9, (1R, cis, ΔZ) 2,2-dimethyl-3-(3-cyclopentyloxy-3-oxo-1-propenyl)-cyclopropane-carboxylic acid and (RS) cyano-2-(6-phenoxy-6-pyridinyl)-methanol were reacted to obtain (RS) cyano-2-(6-phenoxy-6-pyridinyl)-methyl (1R, cis, ΔZ) 2,2-dimethyl-3-(3-cyclopentyloxy-3-oxo-1-propenyl)-cyclopropane-carboxylate with a specific rotation of [α]D20 =+42°±1° (c=0.9% in benzene). Starting materials: ClC1COC2=C(NC1=O)C=CC=C2 (3-chloro-2,3-dihydro-1,5-benzoxazepin-4(5H)-one), C1(C=2C(C(N1)=O)=CC=CC2)=O.[K] (potassium phthalimide), O (water). Solvent: CN(C=O)C (dimethylformamide). Reaction conditions: time 1 hour. The product is C1(C=2C(C(N1C1COC3=C(NC1=O)C=CC=C3)=O)=CC=CC2)=O (3-phthalimido-2,3-dihydro-1,5-benzoxazepin-4(5H)-one). Reaction SMILES: Cl[CH:2]1[C:8](=[O:9])[NH:7][C:6]2[CH:10]=[CH:11][CH:12]=[CH:13][C:5]=2[O:4][CH2:3]1.[C:14]1(=[O:24])[NH:18][C:17](=[O:19])[C:16]2=[CH:20][CH:21]=[CH:22][CH:23]=[C:15]12.[K].O>CN(C)C=O>[C:14]1(=[O:24])[N:18]([CH:2]2[C:8](=[O:9])[NH:7][C:6]3[CH:10]=[CH:11][CH:12]=[CH:13][C:5]=3[O:4][CH2:3]2)[C:17](=[O:19])[C:16]2=[CH:20][CH:21]=[CH:22][CH:23]=[C:15]12 |f:1.2,^1:24|. Procedure: A mixture of 0.989 g of 3-chloro-2,3-dihydro-1,5-benzoxazepin-4(5H)-one and 1.0 g of potassium phthalimide in 5 ml of dimethylformamide is warmed to 90° overnight. The reaction mixture is poured into 20 ml of water and stirring is continued for 1 hr. Isolation by vacuum filtration and drying at 60° in vacuo affords 3-phthalimido-2,3-dihydro-1,5-benzoxazepin-4(5H)-one; m.p. 188°-193°; NMR (DMSO, d6) δ 7.95 (s, 4), 6.61-7.40 (m, 5), 4.92 (d of d, 1), 4.01 (d, 2).